Task: describe an organic reaction: reactants, conditions, products, and yield. Dataset: the Open Reaction Database (ORD), a public repository of structured organic reaction records Starting materials: B.C1CCOC1 (Borane THF), IC1=C(C(=O)O)C=C(C=C1)C(F)(F)F (2-iodo-5-(trifluoromethyl)benzoic acid), IC1=C(C(=O)O)C=C(C=C1)C(F)(F)F (2-iodo-5-(trifluoromethyl)benzoic acid). Run in C1CCOC1 (THF). The product is IC1=C(C=C(C=C1)C(F)(F)F)CO ([2-iodo-5-(trifluoromethyl)phenyl]methanol). As a reaction SMILES: B.C1COCC1.[I:7][C:8]1[CH:16]=[CH:15][C:14]([C:17]([F:20])([F:19])[F:18])=[CH:13][C:9]=1[C:10](O)=[O:11]>C1COCC1>[I:7][C:8]1[CH:16]=[CH:15][C:14]([C:17]([F:19])([F:20])[F:18])=[CH:13][C:9]=1[CH2:10][OH:11] |f:0.1|. Procedure details: Borane-THF (11.0M solution in THF; 94 mL; 94 mmol) was added to a stirred solution of 2-iodo-5-(trifluoromethyl)benzoic acid (Intermediate 9, 2.97 g; 9.4 mmol) in THF (300 mL) at 0° C. under N2. The reaction was heated at reflux for 90 min and then carefully quenched with 6N HCl until no further gas evolution. The reaction was diluted with H2O (250 mL) and extracted with EtOAc (3×250 mL). The combined extracts were washed with brine (300 mL), dried over MgSO4, filtered, and concentrated in vacuo... Starting materials: CCN(CC)S(=O)(=O)c1ccc(O)cc1, CS(C)=O, N#Cc1cc([N+](=O)[O-])ccc1Cl, [Na+], [OH-], O. The product is CCN(CC)S(=O)(=O)c1ccc(Oc2ccc([N+](=O)[O-])cc2C#N)cc1. RXN SMILES: [CH2:1]([CH3:2])[N:3]([S:4](=[O:5])(=[O:6])[c:7]1[cH:8][cH:9][c:10]([OH:13])[cH:11][cH:12]1)[CH2:14][CH3:15].[CH3:31][S:32]([CH3:33])=[O:34].[Cl:18][c:19]1[c:20]([C:21]#[N:22])[cH:23][c:24]([N+:27](=[O:28])[O-:29])[cH:25][cH:26]1.[Na+:17].[OH-:16].[OH2:30]>>[CH2:1]([CH3:2])[N:3]([S:4](=[O:5])(=[O:6])[c:7]1[cH:8][cH:9][c:10]([O:13][c:19]2[c:20]([C:21]#[N:22])[cH:23][c:24]([N+:27](=[O:28])[O-:29])[cH:25][cH:26]2)[cH:11][cH:12]1)[CH2:14][CH3:15]. The reactants are C(C1=CC=CC=C1)N1CCC2(CC1)CN(C1=CC=CC(=C12)C(C)O)C(=O)OC(C)(C)C (tert-butyl 1′-benzyl-4-(1-hydroxyethyl)spiro[indoline-3,4′-piperidine]-1-carboxylate), Cl (HCl). Solvent: C(Cl)Cl (DCM), O1CCOCC1 (dioxane). Reaction conditions: time 4 hour. Product: Cl.Cl.C(C1=CC=CC=C1)N1CCC2(CC1)CNC1=CC=CC(=C12)C(C)O (1-(1′-benzylspiro[indoline-3,4′-piperidine]-4-yl)ethanol dihydrochloride). Isolated yield 100.0%. Reaction SMILES: [CH2:1]([N:8]1[CH2:13][CH2:12][C:11]2([C:21]3[C:16](=[CH:17][CH:18]=[CH:19][C:20]=3[CH:22]([OH:24])[CH3:23])[N:15](C(OC(C)(C)C)=O)[CH2:14]2)[CH2:10][CH2:9]1)[C:2]1[CH:7]=[CH:6][CH:5]=[CH:4][CH:3]=1.[ClH:32]>C(Cl)Cl.O1CCOCC1>[ClH:32].[ClH:32].[CH2:1]([N:8]1[CH2:13][CH2:12][C:11]2([C:21]3[C:16](=[CH:17][CH:18]=[CH:19][C:20]=3[CH:22]([OH:24])[CH3:23])[NH:15][CH2:14]2)[CH2:10][CH2:9]1)[C:2]1[CH:7]=[CH:6][CH:5]=[CH:4][CH:3]=1 |f:4.5.6|. Procedure: A solution of tert-butyl 1′-benzyl-4-(1-hydroxyethyl)spiro[indoline-3,4′-piperidine]-1-carboxylate (0.045 g, 0.11 mmol) in DCM (2 mL) was treated with 4N HCl in dioxane (0.5 mL). The reaction was stirred at room temperature for 4 hours and concentrated under reduced pressure to yield 1-(1′-benzylspiro[indoline-3,4′-piperidine]-4-yl)ethanol dihydrochloride (0.047 g, 100%), which was used without further purification. LCMS (APCI+) m/z 323.2 [M+H]+; Rt=2.38 min The reactants are O (water), NC1=CC=C(C2=CC=CC=C12)O (4-amino1-naphthol), C(C)(=O)OC(C)=O (acetic anhydride). Run in C(C)O (ethanol). Conditions: time 1 hour. The product is OC1=CC=C(C2=CC=CC=C12)NC(C)=O (N-(4-hydroxy-1-naphthyl)acetamide). Isolated yield 79.5%. Reaction SMILES: O.[NH2:2][C:3]1[C:12]2[C:7](=[CH:8][CH:9]=[CH:10][CH:11]=2)[C:6]([OH:13])=[CH:5][CH:4]=1.[C:14](OC(=O)C)(=[O:16])[CH3:15]>C(O)C>[OH:13][C:6]1[C:7]2[C:12](=[CH:11][CH:10]=[CH:9][CH:8]=2)[C:3]([NH:2][C:14](=[O:16])[CH3:15])=[CH:4][CH:5]=1. Procedure details: Into a 500 ml round bottom flask (fitted with a magnetic stirrer), a 50:50 mixture of water:ethanol was combined with 4-amino1-naphthol (20 g, 125 mmole) until the solid was completely dissolved. The solution was warmed to boiling, and to it was added acetic anhydride (14 g) and the resulting solution was stirred for 1 hour. Upon cooling, crystals of N-(4-hydroxy-1-naphthyl)acetamide (20 g, 79% yield) formed. The reactants are COCOc1cc(OCOC)c(-c2n[nH]c(=S)n2-c2ccc(N3CCOCC3)cc2)cc1Br, O=C([O-])[O-], CI, CCO, [K+], [K+]. Product: COCOc1cc(OCOC)c(-c2nnc(SC)n2-c2ccc(N3CCOCC3)cc2)cc1Br. Reaction SMILES: [Br:1][c:2]1[c:3]([O:30][CH2:31][O:32][CH3:33])[cH:4][c:5]([O:26][CH2:27][O:28][CH3:29])[c:6](-[c:8]2[n:9](-[c:14]3[cH:15][cH:16][c:17]([N:20]4[CH2:21][CH2:22][O:23][CH2:24][CH2:25]4)[cH:18][cH:19]3)[c:10](=[S:13])[nH:11][n:12]2)[cH:7]1.[C:34](=[O:35])([O-:36])[O-:37].[CH3:40][I:41].[CH3:42][CH2:43][OH:44].[K+:38].[K+:39]>>[Br:1][c:2]1[c:3]([O:30][CH2:31][O:32][CH3:33])[cH:4][c:5]([O:26][CH2:27][O:28][CH3:29])[c:6](-[c:8]2[n:9](-[c:14]3[cH:15][cH:16][c:17]([N:20]4[CH2:21][CH2:22][O:23][CH2:24][CH2:25]4)[cH:18][cH:19]3)[c:10]([S:13][CH3:34])[n:11][n:12]2)[cH:7]1. RXN SMILES: [CH2:39]([O:40][CH2:41][CH3:42])[CH3:43].[CH3:27][N:28]([CH3:29])[CH2:30][CH2:31][OH:32].[CH3:33][CH2:34][CH2:35][CH2:36][CH2:37][CH3:38].[Cl-:1].[Cl:44][CH2:45][Cl:46].[cH:2]1[c:3]([O:12][CH2:13][CH2:14][O:15][c:16]2[cH:17][cH:18][c:19]([C:22]([C:23](=[O:24])[OH:25])=[O:26])[cH:20][cH:21]2)[cH:4][cH:5][c:6]2[cH:7][cH:8][cH:9][cH:10][c:11]12>>[cH:2]1[c:3]([O:12][CH2:13][CH2:14][O:15][c:16]2[cH:17][cH:18][c:19]([C:22]([C:23]([O:24][CH2:31][CH2:30][N:28]([CH3:27])[CH3:29])=[O:25])=[O:26])[cH:20][cH:21]2)[cH:4][cH:5][c:6]2[cH:7][cH:8][cH:9][cH:10][c:11]12. Yields the product CN(C)CCOC(=O)C(=O)c1ccc(OCCOc2ccc3ccccc3c2)cc1. The reactants are CCOCC, CN(C)CCO, CCCCCC, [Cl-], ClCCl, O=C(O)C(=O)c1ccc(OCCOc2ccc3ccccc3c2)cc1. Starting materials: ice water, O=P12OP3(=O)OP(=O)(O1)OP(=O)(O2)O3 (diphosphorus pentoxide), P(O)(O)(O)=O (phosphoric acid), NC1=CC(=CC(N1C)=O)C1=CC(=CC=C1)Cl (6-amino-4-(3-chlorophenyl)-1-methyl-2(1H)-pyridone), C(C)(=O)CC(C)=O (acetylacetone), [OH-].[Na+] (sodium hydroxide). Reaction conditions: temperature 140 celsius. Yields the product ClC=1C=C(C=CC1)C1=CC(N(C2=NC(=CC(=C12)C)C)C)=O (4-(3-chlorophenyl)-1,5,7-trimethyl-1,8-naphthyridin-2(1H)-one). The yield is 70.6%. As a reaction SMILES: O=P12OP3(OP(OP(O3)(O1)=O)(=O)O2)=O.P(=O)(O)(O)O.[NH2:20][C:21]1[N:26]([CH3:27])[C:25](=[O:28])[CH:24]=[C:23]([C:29]2[CH:34]=[CH:33][CH:32]=[C:31]([Cl:35])[CH:30]=2)[CH:22]=1.[C:36]([CH2:39][C:40](=O)[CH3:41])(=O)[CH3:37].[OH-].[Na+]>>[Cl:35][C:31]1[CH:30]=[C:29]([C:23]2[C:22]3[C:21](=[N:20][C:36]([CH3:37])=[CH:39][C:40]=3[CH3:41])[N:26]([CH3:27])[C:25](=[O:28])[CH:24]=2)[CH:34]=[CH:33][CH:32]=1 |f:4.5|. Procedure: A mixture of diphosphorus pentoxide (10.5 g) and phosphoric acid (5 ml) was stirred at 140° C. until it became transparent. Then, 6-amino-4-(3-chlorophenyl)-1-methyl-2(1H)-pyridone (2.34 g, 10 mmol) and acetylacetone (1.05 ml, 10 mmol) were added to this solution, and the mixture was stirred at 140° C. for 3 hours. The reaction solution was poured into ice water, made alkaline by adding 1N sodium hydroxide aqueous solution and then extracted with ethyl acetate. After drying the organic layer wit... Starting materials: ClC1=C(C=C(S1)C#N)CO (5-chloro-4-hydroxymethylthiophene-2-carbonitrile), CC(=O)OI1(C=2C=CC=CC2C(=O)O1)(OC(=O)C)OC(=O)C (Dess-Martin reagent). Run in ClCCl (dichloromethane), ClCCl (dichloromethane). The product is ClC1=C(C=C(S1)C#N)C=O (5-Chloro-4-formylthiophene-2-carbonitrile). Isolated yield 151.8%. Reaction SMILES: [Cl:1][C:2]1[S:6][C:5]([C:7]#[N:8])=[CH:4][C:3]=1[CH2:9][OH:10].CC(OI1(OC(C)=O)(OC(C)=O)OC(=O)C2C=CC=CC1=2)=O>ClCCl>[Cl:1][C:2]1[S:6][C:5]([C:7]#[N:8])=[CH:4][C:3]=1[CH:9]=[O:10]. Reported procedure: To a solution of 3.0 g of 5-chloro-4-hydroxymethylthiophene-2-carbonitrile in 34 mL of dichloromethane was added 8.06 g of Dess-Martin reagent at room temperature, and stirred at this temperature for a day. After diluting with dichloromethane, washing successively with aqueous sodium hydrogen carbonate and saturated brine, and drying over anhydrous magnesium sulfate, the solvent was evaporated, to afford 4.5 g of a crude product of the title compound as colorless crystals. The reactants are CCCCO, Cl, CC(=O)N1CCc2ccc(S(=O)(=O)n3ccc4ccccc43)cc2C1. Product: Cl, O=S(=O)(c1ccc2c(c1)CNCC2)n1ccc2ccccc21. Reaction SMILES: [CH2:27]([OH:28])[CH2:29][CH2:30][CH3:31].[ClH:26].[n:1]1([S:10](=[O:11])(=[O:12])[c:13]2[cH:14][cH:15][c:16]3[c:21]([cH:22]2)[CH2:20][N:19]([C:23](=[O:24])[CH3:25])[CH2:18][CH2:17]3)[cH:2][cH:3][c:4]2[cH:5][cH:6][cH:7][cH:8][c:9]12>>[ClH:26].[n:1]1([S:10](=[O:11])(=[O:12])[c:13]2[cH:14][cH:15][c:16]3[c:21]([cH:22]2)[CH2:20][NH:19][CH2:18][CH2:17]3)[cH:2][cH:3][c:4]2[cH:5][cH:6][cH:7][cH:8][c:9]12. The reactants are O=C(C(=O)OCC)CCCCC (ethyl 2-oxoheptanoate), BrBr (Br2), O (water), C(Cl)Cl (CH2Cl2). The solvent is CC(=O)O (AcOH). Conditions: temperature 0 celsius, time 20 minute. The product is BrC(C(C(=O)OCC)=O)CCCC (ethyl 3-bromo-2-oxoheptanoate). RXN SMILES: [O:1]=[C:2]([CH2:8][CH2:9][CH2:10][CH2:11][CH3:12])[C:3]([O:5][CH2:6][CH3:7])=[O:4].[Br:13]Br.O.C(Cl)Cl>CC(O)=O>[Br:13][CH:8]([CH2:9][CH2:10][CH2:11][CH3:12])[C:2](=[O:1])[C:3]([O:5][CH2:6][CH3:7])=[O:4]. Procedure: To a cold solution of ethyl 2-oxoheptanoate (2 g, 11.62 mmol) in AcOH (20 mL), was added Br2 (596 μL, 11.62 mmol). The mixture was stirred 20 minutes at 0° C., then the mixture was allowed to warm to rt. After the mixture was stirred for 3 h, water and CH2Cl2 were added. The organic phase was separated, dried (MgSO4), and evaporated to give crude ethyl 3-bromo-2-oxoheptanoate as a dark oil; 1H NMR (400 MHz, CDCl3) δ 5.05-5.01 (m, 1 H), 4.45-4.20 (m, 2 H), 2.18-1.94 (m, 2 H), 1.74-1.57 (m, 2 H), ...